This data is from the Open Reaction Database (ORD), a public repository of structured organic reaction records. The task is: describe an organic reaction: reactants, conditions, products, and yield Starting materials: C(C=C)[C@@]1(C(N([C@@H]([C@H](C1)C1=CC(=CC=C1)Cl)C1=CC=C(C=C1)Cl)[C@H](CN1CCNCC1)CC)=O)C ((3S,5R,6S)-3-allyl-5-(3-chlorophenyl)-6-(4-chlorophenyl)-3-methyl-1-((S)-1-(piperazin-1-yl)butan-2-yl)piperidin-2-one), C1(CC1)S(=O)(=O)Cl (cyclopropanesulfonyl chloride), C(C)(C)N(CC)C(C)C (diisopropylethylamine). Run in O (water), ClCCCl (DCE). Run at time 16 hour. Product: C(C=C)[C@@]1(C(N([C@@H]([C@H](C1)C1=CC(=CC=C1)Cl)C1=CC=C(C=C1)Cl)[C@H](CN1CCN(CC1)S(=O)(=O)C1CC1)CC)=O)C ((3S,5R,6S)-3-allyl-5-(3-chlorophenyl)-6-(4-chlorophenyl)-1-((S)-1-(4-(cyclopropylsulfonyl)piperazin-1-yl)butan-2-yl)-3-methylpiperidin-2-one). As a reaction SMILES: [CH2:1]([C@@:4]1([CH3:35])[CH2:9][C@H:8]([C:10]2[CH:15]=[CH:14][CH:13]=[C:12]([Cl:16])[CH:11]=2)[C@@H:7]([C:17]2[CH:22]=[CH:21][C:20]([Cl:23])=[CH:19][CH:18]=2)[N:6]([C@@H:24]([CH2:32][CH3:33])[CH2:25][N:26]2[CH2:31][CH2:30][NH:29][CH2:28][CH2:27]2)[C:5]1=[O:34])[CH:2]=[CH2:3].[CH:36]1([S:39](Cl)(=[O:41])=[O:40])[CH2:38][CH2:37]1.C(N(C(C)C)CC)(C)C>ClCCCl.O>[CH2:1]([C@@:4]1([CH3:35])[CH2:9][C@H:8]([C:10]2[CH:15]=[CH:14][CH:13]=[C:12]([Cl:16])[CH:11]=2)[C@@H:7]([C:17]2[CH:22]=[CH:21][C:20]([Cl:23])=[CH:19][CH:18]=2)[N:6]([C@@H:24]([CH2:32][CH3:33])[CH2:25][N:26]2[CH2:27][CH2:28][N:29]([S:39]([CH:36]3[CH2:38][CH2:37]3)(=[O:41])=[O:40])[CH2:30][CH2:31]2)[C:5]1=[O:34])[CH:2]=[CH2:3]. Procedure: To a solution of (3S,5R,6S)-3-allyl-5-(3-chlorophenyl)-6-(4-chlorophenyl)-3-methyl-1-((S)-1-(piperazin-1-yl)butan-2-yl)piperidin-2-one (Example 95, Step B) (60 mg, 0.117 mmol) in DCE (1.2 mL) was added cyclopropanesulfonyl chloride (23.76 μL, 0.233 mmol) followed by diisopropylethylamine (40.6 μL, 0.233 mmol). The reaction mixture was stirred at room temperature for 16 hours, diluted with water (10 mL) and the layers were separated. The aqueous layer was extracted with DCM (2×10 mL). The combine... Yields the product BrC=1C(N(C=CC1)C)=O (3-Bromo-1-methyl-1H-pyridin-2-one). Reaction conditions: time 15 hour. Procedure details: To a solution of 3-bromo-pyridin-2-ol (10 g, 57.47 mmol) in DMF (100 ml) at 0° C. was added NaH (60%, 2.52 g, 63.22 mmol) portionwise under argon. After 30 min methyl iodide (4.29 ml, 68.97 mmol) was added dropwise and the reaction mixture was stirred for 15 h at RT. The mixture was diluted with ethyl acetate (100 ml), washed with water (2×200 ml) and brine (100 ml), dried over Na2SO4, and evaporated under reduced pressure. The crude product was used without further purification in step 21.5). RXN SMILES: [Br:1][C:2]1[C:3]([OH:8])=[N:4][CH:5]=[CH:6][CH:7]=1.[H-].[Na+].[CH3:11]I>CN(C=O)C.C(OCC)(=O)C>[Br:1][C:2]1[C:3](=[O:8])[N:4]([CH3:11])[CH:5]=[CH:6][CH:7]=1 |f:1.2|. Run in C(C)(=O)OCC (ethyl acetate), CN(C)C=O (DMF). The reactants are BrC=1C(=NC=CC1)O (3-bromo-pyridin-2-ol), [H-].[Na+] (NaH), CI (methyl iodide).